From a dataset of the Open Reaction Database (ORD), a public repository of structured organic reaction records. describe an organic reaction: reactants, conditions, products, and yield The reactants are Cc1sc(C=NNC(=O)OC(C)(C)C)cc1-c1nc(-c2cccc(OCC(=O)O)c2)cs1, CC(C)(C)OC(=O)N1CCNCC1, CN(C)C=O, Oc1cccc2[nH]nnc12. The product is Cc1sc(C=NNC(=O)OC(C)(C)C)cc1-c1nc(-c2cccc(OCC(=O)N3CCN(C(=O)OC(C)(C)C)CC3)c2)cs1. Reaction SMILES: [C:1]([CH3:2])([CH3:3])([CH3:4])[O:5][C:6](=[O:7])[NH:8][N:9]=[CH:10][c:11]1[cH:12][c:13](-[c:17]2[s:18][cH:19][c:20](-[c:22]3[cH:23][c:24]([O:25][CH2:26][C:27](=[O:28])[OH:29])[cH:30][cH:31][cH:32]3)[n:21]2)[c:14]([CH3:16])[s:15]1.[C:43]([CH3:44])([CH3:45])([CH3:46])[O:47][C:48](=[O:49])[N:50]1[CH2:51][CH2:52][NH:53][CH2:54][CH2:55]1.[CH3:56][N:57]([CH3:58])[CH:59]=[O:60].[OH:33][c:34]1[c:35]2[n:36][n:37][nH:38][c:39]2[cH:40][cH:41][cH:42]1>>[C:1]([CH3:2])([CH3:3])([CH3:4])[O:5][C:6](=[O:7])[NH:8][N:9]=[CH:10][c:11]1[cH:12][c:13](-[c:17]2[s:18][cH:19][c:20](-[c:22]3[cH:23][c:24]([O:25][CH2:26][C:27](=[O:28])[N:53]4[CH2:52][CH2:51][N:50]([C:48]([O:47][C:43]([CH3:44])([CH3:45])[CH3:46])=[O:49])[CH2:55][CH2:54]4)[cH:30][cH:31][cH:32]3)[n:21]2)[c:14]([CH3:16])[s:15]1. Reactants: O=C(Nc1ncnc2c1ncn2C1OC(COC(c2ccccc2)(c2ccccc2)c2ccccc2)C(OC(=O)c2ccccc2)C1F)c1ccccc1, CC(=O)O. Product: O=C(Nc1ncnc2c1ncn2C1OC(CO)C(OC(=O)c2ccccc2)C1F)c1ccccc1. RXN SMILES: [C:1]([c:2]1[cH:3][cH:4][cH:5][cH:6][cH:7]1)(=[O:8])[NH:9][c:10]1[c:11]2[n:12][cH:13][n:14]([CH:19]3[CH:20]([F:54])[CH:21]([O:45][C:46]([c:47]4[cH:48][cH:49][cH:50][cH:51][cH:52]4)=[O:53])[CH:22]([CH2:24][O:25][C:26]([c:27]4[cH:28][cH:29][cH:30][cH:31][cH:32]4)([c:33]4[cH:34][cH:35][cH:36][cH:37][cH:38]4)[c:39]4[cH:40][cH:41][cH:42][cH:43][cH:44]4)[O:23]3)[c:15]2[n:16][cH:17][n:18]1.[C:55]([OH:56])(=[O:57])[CH3:58]>>[C:1]([c:2]1[cH:3][cH:4][cH:5][cH:6][cH:7]1)(=[O:8])[NH:9][c:10]1[c:11]2[n:12][cH:13][n:14]([CH:19]3[CH:20]([F:54])[CH:21]([O:45][C:46]([c:47]4[cH:48][cH:49][cH:50][cH:51][cH:52]4)=[O:53])[CH:22]([CH2:24][OH:25])[O:23]3)[c:15]2[n:16][cH:17][n:18]1. Reactants: C(=O)(OCC)C1CC=2C=3N(C(NC2CC1)=O)C=C(N3)C3=C(C=CC=C3)F (9-Carboethoxy-2-(2-fluorophenyl)-7,8,9,10-tetrahydro-imidazo[1,2-c]-quinazolin-5(6H)-one), Cl (HCl). Run in [OH-].[Na+] (NaOH). Run at temperature 60 celsius, time 40 minute. The product is C(=O)(O)C1CC=2C=3N(C(NC2CC1)=O)C=C(N3)C3=C(C=CC=C3)F (9-Carboxy-2-(2-fluorophenyl)-7,8,9,10-tetrahydro-imidazo[1,2-c]-quinazolin-5(6H)-one). Reaction SMILES: [C:1]([CH:6]1[CH2:15][CH2:14][C:13]2[NH:12][C:11](=[O:16])[N:10]3[CH:17]=[C:18]([C:20]4[CH:25]=[CH:24][CH:23]=[CH:22][C:21]=4[F:26])[N:19]=[C:9]3[C:8]=2[CH2:7]1)([O:3]CC)=[O:2].Cl>[OH-].[Na+]>[C:1]([CH:6]1[CH2:15][CH2:14][C:13]2[NH:12][C:11](=[O:16])[N:10]3[CH:17]=[C:18]([C:20]4[CH:25]=[CH:24][CH:23]=[CH:22][C:21]=4[F:26])[N:19]=[C:9]3[C:8]=2[CH2:7]1)([OH:3])=[O:2] |f:2.3|. Procedure details: To 20 mL of 1N NaOH was added 9-Carboethoxy-2-(2-fluorophenyl)-7,8,9,10-tetrahydro-imidazo[1,2-c]-quinazolin-5(6H)-one (400 mg). After the solid dissolved, the mixture was stirred for 40 minutes at 60° C., cooled and the pH adjusted to 3 with concentrated HCl. The solid was collected and dried to yield 9-Carboxy-2-(2-fluorophenyl)-7,8,9,10-tetrahydro-imidazo[1,2-c]-quinazolin-5(6H)-one (Compound 17), m.p.>325° C. Reactants: C(C)OC([C@H](CC1=CC=C(C=C1)OCCCO)OC)=O ((2S)-3-[4-(3-Hydroxy-propoxy)-phenyl)-2-methoxy-propionic acid ethyl ester), C(C)(C)(C)[Si](OC1=CC=C(C=C1)C1=CC=C(C=C1)O)(C)C (4′-(tert-butyl-dimethyl-silanyloxy)-biphenyl-4-ol), CC(C)OC(=O)/N=N/C(=O)OC(C)C (DIAD). The solvent is C1(=CC=CC=C1)C (toluene). Yields the product C(C)OC(C(CC1=CC=C(C=C1)OCCCOC1=CC=C(C=C1)C1=CC=C(C=C1)O[Si](C)(C)C(C)(C)C)OC)=O (3-(4-{3-[4′-(tert-Butyl-dimethyl-silanyloxy)-biphenyl-4-yloxy]-propoxy}-phenyl)-2-methoxy-propionic acid ethyl ester). Reaction SMILES: [CH2:1]([O:3][C:4](=[O:20])[C@@H:5]([O:18][CH3:19])[CH2:6][C:7]1[CH:12]=[CH:11][C:10]([O:13][CH2:14][CH2:15][CH2:16][OH:17])=[CH:9][CH:8]=1)[CH3:2].[C:21]([Si:25]([CH3:41])([CH3:40])[O:26][C:27]1[CH:32]=[CH:31][C:30]([C:33]2[CH:38]=[CH:37][C:36](O)=[CH:35][CH:34]=2)=[CH:29][CH:28]=1)([CH3:24])([CH3:23])[CH3:22].CC(OC(/N=N/C(OC(C)C)=O)=O)C>C1(C)C=CC=CC=1>[CH2:1]([O:3][C:4](=[O:20])[CH:5]([O:18][CH3:19])[CH2:6][C:7]1[CH:12]=[CH:11][C:10]([O:13][CH2:14][CH2:15][CH2:16][O:17][C:36]2[CH:35]=[CH:34][C:33]([C:30]3[CH:31]=[CH:32][C:27]([O:26][Si:25]([C:21]([CH3:24])([CH3:23])[CH3:22])([CH3:40])[CH3:41])=[CH:28][CH:29]=3)=[CH:38][CH:37]=2)=[CH:9][CH:8]=1)[CH3:2]. Procedure: (2S)-3-[4-(3-Hydroxy-propoxy)-phenyl)-2-methoxy-propionic acid ethyl ester and 4′-(tert-butyl-dimethyl-silanyloxy)-biphenyl-4-ol (Example 196, Step A) were treated under Mitsunobu procedure B (DIAD, toluene), to afford the title compound. Reactants: C(#N)C=1C=C2CN(CC2=CC1)C(=O)NC1=CC=C(C=C1)C(NCCC)=O (5-Cyano-N-(4-(propylcarbamoyl)phenyl)isoindoline-2-carboxamide), N.CO.O1CCCC1.CO (ammonia methanol tetrahydrofuran methanol). The reagents and catalysts are [Ni] (Ra—Ni). Run in O (water). Conditions: time 16 hour. Yields the product NCC=1C=C2CN(CC2=CC1)C(=O)NC1=CC=C(C=C1)C(NCCC)=O (5-(aminomethyl)-N-[4-(propylcarbamoyl)phenyl]-1,3-dihydro-2H-isoindole-2-carboxamide). RXN SMILES: [C:1]([C:3]1[CH:4]=[C:5]2[C:9](=[CH:10][CH:11]=1)[CH2:8][N:7]([C:12]([NH:14][C:15]1[CH:20]=[CH:19][C:18]([C:21](=[O:26])[NH:22][CH2:23][CH2:24][CH3:25])=[CH:17][CH:16]=1)=[O:13])[CH2:6]2)#[N:2].N.CO.O1CCCC1.CO>[Ni].O>[NH2:2][CH2:1][C:3]1[CH:4]=[C:5]2[C:9](=[CH:10][CH:11]=1)[CH2:8][N:7]([C:12]([NH:14][C:15]1[CH:20]=[CH:19][C:18]([C:21](=[O:26])[NH:22][CH2:23][CH2:24][CH3:25])=[CH:17][CH:16]=1)=[O:13])[CH2:6]2 |f:1.2.3.4|. Reported procedure: 5-Cyano-N-(4-(propylcarbamoyl)phenyl)isoindoline-2-carboxamide (0.04 g, 0.115 mmol) and 7M ammonia-methanol/tetrahydrofuran/methanol (4 mL) were added to Ra—Ni 2800, water slurry (0.080 g, 1.363 mmol) in a 50 ml pressure bottle and stirred for 16 hours at 30 psi and room temperature. The mixture was filtered through a nylon membrane, concentrated and purified by reverse-phase HPLC to provide the title compound. 1H NMR (300 MHz, Methanol-d4) δ ppm 7.76-7.79 (m, 2H), 7.60-7.63 (m, 2H), 7.31-7.35 (... The reactants are COC=1C=C(C=NC1OC)C1SCC(N1)C(=O)N1CCN(CC1)CCCC1=CC=CC=C1 (1-[2-(5,6-Dimethoxy-3-pyridyl)thiazolidin-4-ylcarbonyl]-4-(3-phenylpropyl)piperazine), Cl (hydrogen chloride). Solvent: C(C)(=O)OCC (ethyl acetate), O1CCOCC1 (dioxane). Yields the product COC1C=C(C=NC1=O)C1SCC(N1)C(=O)N1CCN(CC1)CCCC1=CC=CC=C1 (1-[2-(5-methoxy-6 oxo 5,6-dihydro-3-pyridyl)thiazolidin-4-ylcarbonyl]-4-(3-phenylpropyl)piperazine). The yield is 29.7%. Reaction SMILES: [CH3:1][O:2][C:3]1[CH:4]=[C:5]([CH:11]2[NH:15][CH:14]([C:16]([N:18]3[CH2:23][CH2:22][N:21]([CH2:24][CH2:25][CH2:26][C:27]4[CH:32]=[CH:31][CH:30]=[CH:29][CH:28]=4)[CH2:20][CH2:19]3)=[O:17])[CH2:13][S:12]2)[CH:6]=[N:7][C:8]=1[O:9]C.Cl>C(OCC)(=O)C.O1CCOCC1>[CH3:1][O:2][CH:3]1[C:8](=[O:9])[N:7]=[CH:6][C:5]([CH:11]2[NH:15][CH:14]([C:16]([N:18]3[CH2:19][CH2:20][N:21]([CH2:24][CH2:25][CH2:26][C:27]4[CH:28]=[CH:29][CH:30]=[CH:31][CH:32]=4)[CH2:22][CH2:23]3)=[O:17])[CH2:13][S:12]2)=[CH:4]1. Procedure details: 1-[2-(5,6-Dimethoxy-3-pyridyl)thiazolidin-4-ylcarbonyl]-4-(3-phenylpropyl)piperazine (730 mg) was dissolved in 25 ml of ethyl acetate. To the solution was added with stirring at room temperature 2N hydrogen chloride solution in dioxane. The resultant powder was collected by filtration and dissolved in saturated sodium carbonate solution. Ethyl acetate was added, the organic layer was separated and washed with water, and the solvent was distilled off under reduced pressure. The residue was purifi... Reactants: C(=O)C1=C(NC(=C1C)C)C(=O)OC (methyl 3-formyl-4,5-dimethylpyrrole-2-carboxylate), FC(CI)(F)F (1,1,1-trifluoro-2-iodoethane). The product is C(=O)C1=C(N(C(=C1C)C)CC(F)(F)F)C(=O)OC (Methyl 3-formyl-4,5-dimethyl-1-(2,2,2-trifluoroethyl)pyrrole-2-carboxylate). Reaction SMILES: [CH:1]([C:3]1[C:7]([CH3:8])=[C:6]([CH3:9])[NH:5][C:4]=1[C:10]([O:12][CH3:13])=[O:11])=[O:2].[F:14][C:15]([F:19])([F:18])[CH2:16]I>>[CH:1]([C:3]1[C:7]([CH3:8])=[C:6]([CH3:9])[N:5]([CH2:16][C:15]([F:19])([F:18])[F:14])[C:4]=1[C:10]([O:12][CH3:13])=[O:11])=[O:2]. Procedure: The title compound was prepared as pale brown crystals in 5.5% yeild in a similar procedure to that described in Referential Example 9 by using methyl 3-formyl-4,5-dimethylpyrrole-2-carboxylate and 1,1,1-trifluoro-2-iodoethane.